From a dataset of the Open Reaction Database (ORD), a public repository of structured organic reaction records. describe an organic reaction: reactants, conditions, products, and yield The reactants are [Br-], O=Cc1ccc(Br)c(F)c1, O=C(O)CCC[P+](c1ccccc1)(c1ccccc1)c1ccccc1, CS(C)=O. The product is O=C(O)CCC=Cc1ccc(Br)c(F)c1. Reaction SMILES: [Br-:1].[Br:27][c:28]1[c:29]([F:36])[cH:30][c:31]([CH:32]=[O:33])[cH:34][cH:35]1.[C:2](=[O:3])([OH:4])[CH2:5][CH2:6][CH2:7][P+:8]([c:9]1[cH:10][cH:11][cH:12][cH:13][cH:14]1)([c:15]1[cH:16][cH:17][cH:18][cH:19][cH:20]1)[c:21]1[cH:22][cH:23][cH:24][cH:25][cH:26]1.[CH3:37][S:38]([CH3:39])=[O:40]>>[C:2](=[O:3])([OH:4])[CH2:5][CH2:6][CH:7]=[CH:32][c:31]1[cH:30][c:29]([F:36])[c:28]([Br:27])[cH:35][cH:34]1. Starting materials: C=1(N=NN2C=NC3=C(C21)C=CN3)[C@@H]3CC[C@H](CC3)C=O (trans-4-(7H-pyrrolo[3,2-e][1,2,3]triazolo[1,5-c]pyrimidin-1-yl)cyclohexanecarbaldehyde), C=1(N=NN2C=NC3=C(C21)C=CN3)C3CCC(CC3)=O (4-(7H-pyrrolo[3,2-e][1,2,3]triazolo[1,5-c]pyrimidin-1-yl)cyclohexanone). The product is C=1(N=NN2C=NC3=C(C21)C=CN3)[C@@H]3CC[C@H](CC3)/C=C/C#N ((E)-3-[trans-4-(7H-Pyrrolo[3,2-e][1,2,3]triazolo[1,5-c]pyrimidin-1-yl)cyclohexyl]acrylonitrile). Isolated yield 7.0%. As a reaction SMILES: [C:1]1([C@H:13]2[CH2:18][CH2:17][C@H:16]([CH:19]=O)[CH2:15][CH2:14]2)[N:2]=[N:3][N:4]2[C:9]=1[C:8]1[CH:10]=[CH:11][NH:12][C:7]=1[N:6]=[CH:5]2.[C:21]1(C2CCC(=O)CC2)[N:22]=NN2[C:29]=1C1C=CNC=1N=C2>>[C:1]1([C@H:13]2[CH2:18][CH2:17][C@H:16](/[CH:19]=[CH:29]/[C:21]#[N:22])[CH2:15][CH2:14]2)[N:2]=[N:3][N:4]2[C:9]=1[C:8]1[CH:10]=[CH:11][NH:12][C:7]=1[N:6]=[CH:5]2. Procedure details: The reactions in Synthetic Examplea 434 were carried out in substantially the same manners except that trans-4-(7H-pyrrolo[3,2-e][1,2,3]triazolo[1,5-c]pyrimidin-1-yl)cyclohexanecarbaldehyde (30.0 mg, 0.111 mmol) obtained in Synthetic Examplea 78 was used instead of 4-(7H-pyrrolo[3,2-e][1,2,3]triazolo[1,5-c]pyrimidin-1-yl)cyclohexanone to give the title compound as a colorless solid (3.60 mg, yield 7%).